Dataset: the Open Reaction Database (ORD), a public repository of structured organic reaction records. Task: describe an organic reaction: reactants, conditions, products, and yield Starting materials: C1(CC1)N1C=C(C(C2=CC=C(C(=C12)OC(F)F)C=1C=C2CN(C(C2=CC1)C)C(C1=CC=CC=C1)(C1=CC=CC=C1)C1=CC=CC=C1)=O)C(=O)OCC (ethyl (-)-1-cyclopropyl-8-difluoromethoxy-7-(1-methyl-2-tritylisoindolin-5-yl)-1,4-dihydro-4-oxoquinoline-3-carboxylate), Cl (hydrochloric acid). Run in C(C)O (ethanol). Run at time 1 hour. Yields the product C1(CC1)N1C=C(C(C2=CC=C(C(=C12)OC(F)F)C=1C=C2CNC(C2=CC1)C)=O)C(=O)O ((-)-1-cyclopropyl-8-difluoromethoxy-7-(1-methyl-isoindolin-5-yl)-1,4-dihydro-4-oxoquinoline-3-carboxylic acid). Yield: 91.5%. Reaction SMILES: [CH:1]1([N:4]2[C:13]3[C:8](=[CH:9][CH:10]=[C:11]([C:18]4[CH:19]=[C:20]5[C:24](=[CH:25][CH:26]=4)[CH:23]([CH3:27])[N:22](C(C4C=CC=CC=4)(C4C=CC=CC=4)C4C=CC=CC=4)[CH2:21]5)[C:12]=3[O:14][CH:15]([F:17])[F:16])[C:7](=[O:47])[C:6]([C:48]([O:50]CC)=[O:49])=[CH:5]2)[CH2:3][CH2:2]1.Cl>C(O)C>[CH:1]1([N:4]2[C:13]3[C:8](=[CH:9][CH:10]=[C:11]([C:18]4[CH:19]=[C:20]5[C:24](=[CH:25][CH:26]=4)[CH:23]([CH3:27])[NH:22][CH2:21]5)[C:12]=3[O:14][CH:15]([F:17])[F:16])[C:7](=[O:47])[C:6]([C:48]([OH:50])=[O:49])=[CH:5]2)[CH2:3][CH2:2]1. Procedure details: In 4 ml of ethanol was suspended 1.00 g of ethyl (-)-1-cyclopropyl-8-difluoromethoxy-7-(1-methyl-2-tritylisoindolin-5-yl)-1,4-dihydro-4-oxoquinoline-3-carboxylate, followed by adding thereto 0.26 ml of 6N hydrochloric acid, and the resulting mixture was stirred at room temperature for 30 minutes. The reaction mixture was filtered, after which 0.75 ml of a 5N aqueous sodium hydroxide solution was added to the filtrate and the resulting mixture was stirred at room temperature for 1 hour. To the re... The reactants are ClC=1C=C(C=CC1Cl)CC(=O)OCC (ethyl 3,4-dichlorophenylacetate), [H-].[Na+] (sodium hydride), C=O (formalin), C([O-])([O-])=O.[K+].[K+] (potassium carbonate), C(C(=O)OCC)(=O)OCC (diethyl oxalate). The solvent is C1(=CC(=CC=C1)C)C (m-xylene), C(C)O (ethanol), C1(=CC(=CC=C1)C)C (m-xylene). Run at time 14 hour. Yields the product ClC=1C=C(C=CC1Cl)C(C(=O)OCC)=C (ethyl 2-(3,4-dichlorophenyl)acrylate). Yield: 71.0%. RXN SMILES: [H-].[Na+].[C:3](OCC)(=O)C(OCC)=O.[Cl:13][C:14]1[CH:15]=[C:16]([CH2:21][C:22]([O:24][CH2:25][CH3:26])=[O:23])[CH:17]=[CH:18][C:19]=1[Cl:20].C=O.C(=O)([O-])[O-].[K+].[K+]>C1(C)C=CC=C(C)C=1.C(O)C>[Cl:13][C:14]1[CH:15]=[C:16]([C:21](=[CH2:3])[C:22]([O:24][CH2:25][CH3:26])=[O:23])[CH:17]=[CH:18][C:19]=1[Cl:20] |f:0.1,5.6.7|. Procedure: To a solution of sodium hydride (60% in oil, 6.56 g) in m-xylene (100 mL) was slowly added ethanol (15.7 mL) at 0° C. and then diethyl oxalate (32.0 g) was added. Furthermore, a solution of ethyl 3,4-dichlorophenylacetate (51.0 g) in m-xylene (30 mL) was added at 0° C., and the mixture was stirred at room temperature for 14 hr. To the reaction mixture was added 37% aqueous formalin solution (140 mL) at room temperature, and the mixture was stirred at room temperature for 1 hr. Furthermore, potas... Starting materials: CO (methanol), C(C1=CC=CC=C1)N(CCC1=CC=C(OC2=NC=C(C(=O)N)C=C2)C=C1)CCC(C1=CC=CC=C1)=O (6-(4-{2-[benzyl-(3-oxo-3-phenyl-propyl)-amino]-ethyl}-phenoxy)-nicotinamide), [BH4-].[Na+] (sodium borohydride). The solvent is [Cl-].[Na+].O (brine). Reaction conditions: temperature 0 celsius. Product: C(C1=CC=CC=C1)N(CCC1=CC=C(OC2=NC=C(C(=O)N)C=C2)C=C1)CCC(C1=CC=CC=C1)O (6-(4-{2-[benzyl-(3-hydroxy-3-phenyl-propyl)-amino]-ethyl}-phenoxy)-nicotinamide). Isolated yield 12.7%. Reaction SMILES: CO.[CH2:3]([N:10]([CH2:29][CH2:30][C:31](=[O:38])[C:32]1[CH:37]=[CH:36][CH:35]=[CH:34][CH:33]=1)[CH2:11][CH2:12][C:13]1[CH:28]=[CH:27][C:16]([O:17][C:18]2[CH:26]=[CH:25][C:21]([C:22]([NH2:24])=[O:23])=[CH:20][N:19]=2)=[CH:15][CH:14]=1)[C:4]1[CH:9]=[CH:8][CH:7]=[CH:6][CH:5]=1.[BH4-].[Na+]>[Cl-].[Na+].O>[CH2:3]([N:10]([CH2:29][CH2:30][CH:31]([OH:38])[C:32]1[CH:33]=[CH:34][CH:35]=[CH:36][CH:37]=1)[CH2:11][CH2:12][C:13]1[CH:28]=[CH:27][C:16]([O:17][C:18]2[CH:26]=[CH:25][C:21]([C:22]([NH2:24])=[O:23])=[CH:20][N:19]=2)=[CH:15][CH:14]=1)[C:4]1[CH:9]=[CH:8][CH:7]=[CH:6][CH:5]=1 |f:2.3,4.5.6|. Procedure: Add methanol (10 mL) to 6-(4-{2-[benzyl-(3-oxo-3-phenyl-propyl)-amino]-ethyl}-phenoxy)-nicotinamide (0.1871 g, 0.3901 mmol) and cool to 0° C. Add sodium borohydride (0.0664 g, 1.756 mmol) and stir for 1.5 h at 0° C. under nitrogen. Pour the reaction into brine (50 mL) and extract with diethyl ether (3×50 mL). Dry the diethyl ether extracts over magnesium sulfate, filter, and concentrate on a rotary evaporator to give the crude product. The crude product is purified by flash chromatography on sil... Starting materials: CCOC(=O)c1cnoc1-c1ccc(Cl)cc1Cl, CCOC(=O)c1cnoc1-c1ccccc1, Cc1ccccc1. Reaction SMILES: [CH2:17]([O:18][C:19]([c:20]1[cH:21][n:22][o:23][c:24]1-[c:25]1[cH:26][cH:27][c:28]([Cl:29])[cH:30][c:31]1[Cl:32])=[O:33])[CH3:34].[CH2:1]([CH3:2])[O:3][C:4](=[O:5])[c:6]1[cH:7][n:8][o:9][c:10]1-[c:11]1[cH:12][cH:13][cH:14][cH:15][cH:16]1.[CH3:35][c:36]1[cH:37][cH:38][cH:39][cH:40][cH:41]1>>[O:3]=[C:4]([OH:5])[c:6]1[cH:7][n:8][o:9][c:10]1-[c:11]1[cH:12][cH:13][cH:14][cH:15][cH:16]1. The product is O=C(O)c1cnoc1-c1ccccc1. Reactants: BrC=1C(=NC(=NC1)Cl)Cl (5-bromo-2,4-dichloropyrimidine), OC[C@H]1CN(CC1)C(=O)OC(C)(C)C ((R)-tert-butyl 3-(hydroxymethyl)pyrrolidine-1-carboxylate). The product is BrC=1C(=NC(=NC1)Cl)OC[C@H]1CN(CC1)C(=O)OC(C)(C)C ((R)-tert-butyl 3-((5-bromo-2-chloropyrimidin-4-yloxy)methyl)pyrrolidine-1-carboxylate). Reaction SMILES: [Br:1][C:2]1[C:3](Cl)=[N:4][C:5]([Cl:8])=[N:6][CH:7]=1.[OH:10][CH2:11][C@@H:12]1[CH2:16][CH2:15][N:14]([C:17]([O:19][C:20]([CH3:23])([CH3:22])[CH3:21])=[O:18])[CH2:13]1>>[Br:1][C:2]1[C:3]([O:10][CH2:11][C@@H:12]2[CH2:16][CH2:15][N:14]([C:17]([O:19][C:20]([CH3:23])([CH3:22])[CH3:21])=[O:18])[CH2:13]2)=[N:4][C:5]([Cl:8])=[N:6][CH:7]=1. Procedure details: Using the procedure of Example 1 Step 1, 5-bromo-2,4-dichloropyrimidine was reacted with (R)-tert-butyl 3-(hydroxymethyl)pyrrolidine-1-carboxylate to provide the title compound. 1H NMR (CDCl3, 400 MHz) δ 8.42 (s, 1H), 4.10 (m, 2H), 3.62-3.17 (m, 5H), 2.72-2.69 (m, 1H), 2.10-2.05 (m, 2H), 1.80-1.75 (m, 1H), 1.44 (s, 9H); MS (ESI) m/z: Calc: 392.68 (M). Found. 337.9 (M+-(CH3)3C).